From a dataset of the Open Reaction Database (ORD), a public repository of structured organic reaction records. describe an organic reaction: reactants, conditions, products, and yield Reactants: C(C)(C)(C)OC(=O)N1CC(CC1)NC(=O)C=1SC=CC1NC1=C2C(=NC=C1)NC=C2 (3-{[3-(1H-Pyrrolo[2,3-b]pyridin-4-ylamino)-thiophene-2-carbonyl]-amino}-pyrrolidine-1-carboxylic acid tert-butyl ester), C(=O)(OC(C)(C)C)N1CC(CCC1)N (1-BOC-3-aminopiperidine), N1C=CC=2C1=NC=CC2NC=2SC=CC2C(=O)O (2-(1H-Pyrrolo[2,3-b]pyridin-4-ylamino)-thiophene-3-carboxylic acid). Yields the product C(C)(C)(C)OC(=O)N1CC(CCC1)NC(=O)C1=C(SC=C1)NC1=C2C(=NC=C1)NC=C2 (3-{[2-(1H-Pyrrolo[2,3-b]pyridin-4-ylamino)-thiophene-3-carbonyl]-amino}-piperidine-1-carboxylic acid tert-butyl ester). Reaction SMILES: C(OC(N1CCC(NC(C2SC=CC=2NC2C=CN=C3NC=CC=23)=O)C1)=O)(C)(C)C.[C:31]([N:38]1[CH2:43][CH2:42][CH2:41][CH:40]([NH2:44])[CH2:39]1)([O:33][C:34]([CH3:37])([CH3:36])[CH3:35])=[O:32].[NH:45]1[C:49]2=[N:50][CH:51]=[CH:52][C:53]([NH:54][C:55]3[S:56][CH:57]=[CH:58][C:59]=3[C:60](O)=[O:61])=[C:48]2[CH:47]=[CH:46]1>>[C:34]([O:33][C:31]([N:38]1[CH2:43][CH2:42][CH2:41][CH:40]([NH:44][C:60]([C:59]2[CH:58]=[CH:57][S:56][C:55]=2[NH:54][C:53]2[CH:52]=[CH:51][N:50]=[C:49]3[NH:45][CH:46]=[CH:47][C:48]=23)=[O:61])[CH2:39]1)=[O:32])([CH3:37])([CH3:36])[CH3:35]. Procedure: This compound was prepared in an analogous manner as 3-{[3-(1H-Pyrrolo[2,3-b]pyridin-4-ylamino)-thiophene-2-carbonyl]-amino}-pyrrolidine-1-carboxylic acid tert-butyl ester using 1-BOC-3-aminopiperidine instead of 1-BOC-3-aminopyrrolidine and 2-(1H-Pyrrolo[2,3-b]pyridin-4-ylamino)-thiophene-3-carboxylic acid instead of 3-(1H-Pyrrolo[2,3-b]pyridin-4-ylamino)-thiophene-2-carboxylic acid. LCMS (ESI) 442 (M+H) 1H NMR (400 MHz, DMSO-d6) δ ppm 11.90 (1H, br. s.) 11.64 (1H, s) 8.13 (1H, d, J=5.42 Hz) 7....